From a dataset of the Open Reaction Database (ORD), a public repository of structured organic reaction records. describe an organic reaction: reactants, conditions, products, and yield Starting materials: ClC1CCC(NC1)C1C(NC(C(N1)=O)C1NCC(CC1)Cl)=O (3,6-bis(5-chloro-2piperidinyl)-2,5-piperazinedione), C(C1=CC=CC=C1)Br (benzyl bromide). Run in CC(=O)C (acetone). Reaction conditions: time 24 hour. Product: C(C1=CC=CC=C1)N1C(CCC(C1)Cl)C1C(NC(C(N1)=O)C1N(CC(CC1)Cl)CC1=CC=CC=C1)=O (3,6-Bis-(1-benzyl-5-chloro-2-piperidinyl)-2,5-Piperazinedione). As a reaction SMILES: [Cl:1][CH:2]1[CH2:7][NH:6][CH:5]([CH:8]2[NH:13][C:12](=[O:14])[CH:11]([CH:15]3[CH2:20][CH2:19][CH:18]([Cl:21])[CH2:17][NH:16]3)[NH:10][C:9]2=[O:22])[CH2:4][CH2:3]1.[CH2:23](Br)[C:24]1[CH:29]=[CH:28][CH:27]=[CH:26][CH:25]=1>CC(C)=O>[CH2:23]([N:6]1[CH2:7][CH:2]([Cl:1])[CH2:3][CH2:4][CH:5]1[CH:8]1[NH:13][C:12](=[O:14])[CH:11]([CH:15]2[CH2:20][CH2:19][CH:18]([Cl:21])[CH2:17][N:16]2[CH2:23][C:24]2[CH:29]=[CH:28][CH:27]=[CH:26][CH:25]=2)[NH:10][C:9]1=[O:22])[C:24]1[CH:29]=[CH:28][CH:27]=[CH:26][CH:25]=1. Reported procedure: One mole of 3,6-bis(5-chloro-2piperidinyl)-2,5-piperazinedione is stirred in 150 parts of acetone and 2.2 moles of benzyl bromide is added. The mixture is stirred 24 hours and refluxed 24 hours. The solvent is removed in vacuo and treated as in the preparation of 3,6-bis-(1-methyl-5-chloro-2-piperidinyl)-2,5-piperazinedone. Starting materials: CS(C)=O, ClCc1ccc(Cl)cc1, [H-], [Na+], O, c1ccc2[nH]ccc2c1. The product is Clc1ccc(Cn2ccc3ccccc32)cc1. Reaction SMILES: [CH3:22][S:23]([CH3:24])=[O:25].[Cl:12][c:13]1[cH:14][cH:15][c:16]([CH2:17][Cl:18])[cH:19][cH:20]1.[H-:10].[Na+:11].[OH2:21].[nH:1]1[cH:2][cH:3][c:4]2[cH:5][cH:6][cH:7][cH:8][c:9]12>>[n:1]1([CH2:17][c:16]2[cH:15][cH:14][c:13]([Cl:12])[cH:20][cH:19]2)[cH:2][cH:3][c:4]2[cH:5][cH:6][cH:7][cH:8][c:9]12. The reactants are BrC(C(=O)O)CC (2-bromobutanoic acid), C(CCl)Cl (EDC), C=1C=CC2=C(C1)N=NN2O (HOBt), NC1=C(C=CC=C1)O (2-aminophenol). Solvent: CN(C)C=O (DMF), O (water). Reaction conditions: time 2 hour. Product: C(C)C1C(NC2=C(O1)C=CC=C2)=O (2-Ethyl-2H-benzo[b][1,4]oxazin-3(4H)-one). RXN SMILES: Br[CH:2]([CH2:6][CH3:7])[C:3](O)=[O:4].C(Cl)CCl.C1C=CC2N(O)N=NC=2C=1.[NH2:22][C:23]1[CH:28]=[CH:27][CH:26]=[CH:25][C:24]=1[OH:29]>CN(C=O)C.O>[CH2:6]([CH:2]1[O:29][C:24]2[CH:25]=[CH:26][CH:27]=[CH:28][C:23]=2[NH:22][C:3]1=[O:4])[CH3:7]. Reported procedure: To a solution of 2-bromobutanoic acid (11 mmol, 2145 mg) in DMF (10 ml) was added EDC (12 mmol, 2.3 g) and HOBt (5 mmol, 675 mg) followed by the addition of 2-aminophenol (10 mmol, 1091 mg). The reaction mixture was stirred at room temperature for 2 h, diluted with water and extracted with ethyl acetate. The organic phase was washed with water, brine, dried over Na2SO4 and concentrated under reduced pressure. To the crude product in DMF (5 ml) was added K2CO3 (1.6 g) and the reaction mixture was... The reactants are FC(C(C(=O)O)=C)(F)F (α-trifluoromethylacrylic acid), CNC(=O)NC (1,3-dimethylurea), C(C)(=O)OC(C)=O (acetic anhydride). Reaction conditions: temperature 100 celsius, time 1 hour. Product: CN1C(=O)N(C(=O)C(C1)C(F)(F)F)C (1,3-dimethyl-5-trifluoromethyldihydrouracil). Isolated yield 85.0%. Reaction SMILES: [F:1][C:2]([F:9])([F:8])[C:3](=[CH2:7])[C:4](O)=[O:5].[CH3:10][NH:11][C:12]([NH:14][CH3:15])=[O:13].C(OC(=O)C)(=O)C>>[CH3:10][N:11]1[CH2:7][CH:3]([C:2]([F:9])([F:8])[F:1])[C:4](=[O:5])[N:14]([CH3:15])[C:12]1=[O:13]. Procedure details: A mixture of α-trifluoromethylacrylic acid (4.31 g; 30.8 mmoles), 1,3-dimethylurea (2.75 g; 31.2 mmoles) and acetic anhydride (17 ml) was heated at 100° C. with stirring for one hour. The solvent was evaporated under reduced pressure, and the residue was purified by a column chromatography on silica gel (CHCl3) to give 5.50 g (yield: 84%) of 1,3-dimethyl-5-trifluoromethyldihydrouracil. The reactants are C1(=C(C=CC=C1)[C@@H]1[C@H](CNCC1)O)C ((3R*,4R*)-4-o-tolyl-piperidin-3-ol), C([C@H](O)[C@@H](O)C(=O)O)(=O)O (L-tartaric acid), C(C)O (ethanol), C1(=C(C=CC=C1)[C@H]1[C@@H](CNCC1)O)C ((3S*,4S*)-4-o-tolyl-piperidin-3-ol). The product is C(=O)(O)[C@H](O)[C@@H](O)C(=O)O.O[C@H]1CN(CC[C@@H]1C1=C(C=CC=C1)C)C[C@@H]1CCC=2C(=NC=CC2)[C@H](C1)O ((7R,9S)-7-[(3R*,4R*)-3-hydroxy-4-o-tolyl-piperidin-1-ylmethyl]-6,7,8,9-tetrahydro-5H-cyclohepta[b]pyridin-9-ol mono-L-tartrate). As a reaction SMILES: [C:1]1([CH3:14])[CH:6]=[CH:5][CH:4]=[CH:3][C:2]=1[C@@H:7]1[CH2:12][CH2:11][NH:10][CH2:9][C@H:8]1[OH:13].C1(C)[CH:20]=[CH:19][CH:18]=[CH:17][C:16]=1[C@H:21]1[CH2:26][CH2:25][NH:24]C[C@@H]1O.[C:29]([OH:38])(=[O:37])[C@@H:30]([C@H:32]([C:34]([OH:36])=[O:35])[OH:33])[OH:31].[CH2:39]([OH:41])[CH3:40]>>[C:34]([C@@H:32]([C@H:30]([C:29]([OH:38])=[O:37])[OH:31])[OH:33])([OH:36])=[O:35].[OH:13][C@@H:8]1[C@@H:7]([C:2]2[CH:3]=[CH:4][CH:5]=[CH:6][C:1]=2[CH3:14])[CH2:12][CH2:11][N:10]([CH2:29][C@H:25]2[CH2:24][C@H:39]([OH:41])[C:40]3=[N:20][CH:19]=[CH:18][CH:17]=[C:16]3[CH2:21][CH2:26]2)[CH2:9]1 |f:4.5|. Procedure details: A free amine form of the entitled compound was obtained in the same manner as in Example 15, for which, however, (3R*,4R*)-4-o-tolyl-piperidin-3-ol obtained in Production Example 12 were used in place of (3S*,4S*)-4-o-tolyl-piperidin-3-ol used in Example 15. The obtained free amine compound and the same amount of L-tartaric acid were mixed in ethanol, and crystallized from heptane added thereto to obtain the entitled compound as a white solid. Reactants: ClC1=C(C=CC=C1Cl)[N+](=O)[O-] (2,3-dichloronitrobenzene), N1CCCCC1 (piperidine). The solvent is CCOC(=O)C (EtOAc). Reaction conditions: temperature 80 celsius. Yields the product ClC1=C(C(=CC=C1)[N+](=O)[O-])N1CCCCC1 (1-(2-Chloro-6-nitro-phenyl)-piperidine). The yield is 66.0%. Reaction SMILES: Cl[C:2]1[C:7]([Cl:8])=[CH:6][CH:5]=[CH:4][C:3]=1[N+:9]([O-:11])=[O:10].[NH:12]1[CH2:17][CH2:16][CH2:15][CH2:14][CH2:13]1>CCOC(C)=O>[Cl:8][C:7]1[CH:6]=[CH:5][CH:4]=[C:3]([N+:9]([O-:11])=[O:10])[C:2]=1[N:12]1[CH2:17][CH2:16][CH2:15][CH2:14][CH2:13]1. Procedure details: To a flask containing 2,3-dichloronitrobenzene (387 mg, 2.01 mmol) was added 3 mL of piperidine, and the result was heated to 80° C. overnight. The reaction was diluted with EtOAc (30 mL), washed with water (2×30 mL), dried (Na2SO4) and concentrated in vacuo. Purification by preparative tlc (20% EtOAc-hexane) yielded 320 mg (66%) of the title compound as a yellow solid. 1H-NMR (CDCl3; 400 MHz): δ 7.56-7.50 (m, 2H), 7.04 (t, 1H, J=8.1 Hz), 3.04 (br s, 4H), 1.69 (br s, 4H), 1.59 (br s obscured by ... Starting materials: CC(C)(C)OC(=O)NC(Cc1cccs1)C(=O)N1CCN(c2nc3ccc(Br)cc3s2)CC1, O=C([O-])[O-], C1COCCO1, OB(O)c1ccc(C(F)(F)F)cc1, [K+], [K+], O. Yields the product CC(C)(C)OC(=O)NC(Cc1cccs1)C(=O)N1CCN(c2nc3ccc(-c4ccc(C(F)(F)F)cc4)cc3s2)CC1. As a reaction SMILES: [Br:1][c:2]1[cH:3][c:4]2[c:5]([n:6][c:7]([N:9]3[CH2:10][CH2:11][N:12]([C:15]([CH:16]([CH2:17][c:18]4[s:19][cH:20][cH:21][cH:22]4)[NH:23][C:24]([O:25][C:26]([CH3:27])([CH3:28])[CH3:29])=[O:30])=[O:31])[CH2:13][CH2:14]3)[s:8]2)[cH:32][cH:33]1.[C:47](=[O:48])([O-:49])[O-:50].[CH2:53]1[O:54][CH2:55][CH2:56][O:57][CH2:58]1.[F:34][C:35]([c:36]1[cH:37][cH:38][c:39]([B:42]([OH:43])[OH:44])[cH:40][cH:41]1)([F:45])[F:46].[K+:51].[K+:52].[OH2:59]>>[c:2]1(-[c:39]2[cH:38][cH:37][c:36]([C:35]([F:34])([F:45])[F:46])[cH:41][cH:40]2)[cH:3][c:4]2[c:5]([n:6][c:7]([N:9]3[CH2:10][CH2:11][N:12]([C:15]([CH:16]([CH2:17][c:18]4[s:19][cH:20][cH:21][cH:22]4)[NH:23][C:24]([O:25][C:26]([CH3:27])([CH3:28])[CH3:29])=[O:30])=[O:31])[CH2:13][CH2:14]3)[s:8]2)[cH:32][cH:33]1.